Dataset: the Open Reaction Database (ORD), a public repository of structured organic reaction records. Task: describe an organic reaction: reactants, conditions, products, and yield Starting materials: BrC=1C(C(=CN(C1C)CC1=CC=C(C=C1)C#N)C(=O)O)=O (5-Bromo-1-(4-cyano-benzyl)-6-methyl-4-oxo-1,4-dihydro-pyridine-3-carboxylic acid), FC(C=1C=C(C=CC1)B(O)O)(F)F (3-(trifluoromethyl)phenylboronic acid), 1,1′-[bis(diphenylphosphino)ferrocene]dichloropalladium(II), C(=O)([O-])[O-].[Cs+].[Cs+] (Cs2CO3). Run in O1CCOCC1 (dioxane). Conditions: temperature 80 celsius. Product: C(#N)C1=CC=C(CN2C=C(C(C(=C2C)C2=CC(=CC=C2)C(F)(F)F)=O)C(=O)O)C=C1 (1-(4-Cyano-benzyl)-6-methyl-4-oxo-5-(3-trifluoromethyl-phenyl)-1,4-dihydro-pyridine-3-carboxylic acid). RXN SMILES: Br[C:2]1[C:3](=[O:21])[C:4]([C:18]([OH:20])=[O:19])=[CH:5][N:6]([CH2:9][C:10]2[CH:15]=[CH:14][C:13]([C:16]#[N:17])=[CH:12][CH:11]=2)[C:7]=1[CH3:8].[F:22][C:23]([F:34])([F:33])[C:24]1[CH:25]=[C:26](B(O)O)[CH:27]=[CH:28][CH:29]=1.C([O-])([O-])=O.[Cs+].[Cs+]>O1CCOCC1>[C:16]([C:13]1[CH:14]=[CH:15][C:10]([CH2:9][N:6]2[C:7]([CH3:8])=[C:2]([C:28]3[CH:27]=[CH:26][CH:25]=[C:24]([C:23]([F:34])([F:33])[F:22])[CH:29]=3)[C:3](=[O:21])[C:4]([C:18]([OH:20])=[O:19])=[CH:5]2)=[CH:11][CH:12]=1)#[N:17] |f:2.3.4|. Procedure: A mixture of 5-bromo-1-(4-cyano-benzyl)-6-methyl-4-oxo-1,4-dihydro-pyridine-3-carboxylic acid (preparation 1c, 2.55 g, 7.34 mmol), 3-(trifluoromethyl)phenylboronic acid (1.65 g, 8.69 mmol), 1,1′-[bis(diphenylphosphino)ferrocene]dichloropalladium(II) (340 mg, 0.47 mmol) and Cs2CO3 (4.20 g, 12.9 mmol) in dioxane (20.0 mL) is heated for 72 h at 80° C. The reaction mixture is filtered over silica, the filtrate is concentrated under reduced pressure and purified by preparative reversed-phase HPLC (fi... The reactants are COC(=O)c1ccc(CC(=O)O)cc1OC, CC(=O)O, O=S(=O)(Cl)Cl. Yields the product COC(=O)c1cc(Cl)c(CC(=O)O)cc1OC. Reaction SMILES: [C:1](=[O:2])([OH:3])[CH2:4][c:5]1[cH:6][c:7]([O:15][CH3:16])[c:8]([C:9](=[O:10])[O:11][CH3:12])[cH:13][cH:14]1.[CH3:22][C:23](=[O:24])[OH:25].[S:17]([Cl:18])(=[O:19])([Cl:20])=[O:21]>>[C:1](=[O:2])([OH:3])[CH2:4][c:5]1[cH:6][c:7]([O:15][CH3:16])[c:8]([C:9](=[O:10])[O:11][CH3:12])[cH:13][c:14]1[Cl:20].